Dataset: the Open Reaction Database (ORD), a public repository of structured organic reaction records. Task: describe an organic reaction: reactants, conditions, products, and yield Starting materials: ClC1=NC(=C2N=C(N(C2=N1)C)CN1CC(C(CC1)N(C)C)F)N1CCOCC1 (racemic 1-((2-chloro-9-methyl-6-morpholino-9H-purin-8-yl)methyl)-3-fluoro-N,N-dimethylpiperidin-4-amine), C(C)C=1NC2=C(N1)C=CC=C2 (2-ethylbenzimidazole). Yields the product C(C)C1=NC2=C(N1C1=NC(=C3N=C(N(C3=N1)C)CN1C[C@H]([C@H](CC1)N(C)C)F)N1CCOCC1)C=CC=C2 ((3R,4S)-1-((2-(2-ethyl-1H-benzo[d]imidazol-1-yl)-9-methyl-6-morpholino-9H-purin-8-yl)methyl)-3-fluoro-N,N-dimethylpiperidin-4-amine). Reaction SMILES: Cl[C:2]1[N:10]=[C:9]2[C:5]([N:6]=[C:7]([CH2:12][N:13]3[CH2:18][CH2:17][CH:16]([N:19]([CH3:21])[CH3:20])[CH:15]([F:22])[CH2:14]3)[N:8]2[CH3:11])=[C:4]([N:23]2[CH2:28][CH2:27][O:26][CH2:25][CH2:24]2)[N:3]=1.[CH2:29]([C:31]1[NH:32][C:33]2[CH:39]=[CH:38][CH:37]=[CH:36][C:34]=2[N:35]=1)[CH3:30]>>[CH2:29]([C:31]1[N:32]([C:2]2[N:10]=[C:9]3[C:5]([N:6]=[C:7]([CH2:12][N:13]4[CH2:18][CH2:17][C@H:16]([N:19]([CH3:20])[CH3:21])[C@H:15]([F:22])[CH2:14]4)[N:8]3[CH3:11])=[C:4]([N:23]3[CH2:28][CH2:27][O:26][CH2:25][CH2:24]3)[N:3]=2)[C:33]2[CH:39]=[CH:38][CH:37]=[CH:36][C:34]=2[N:35]=1)[CH3:30]. Procedure: Following General Procedure I for Buchwald coupling, racemic 1-((2-chloro-9-methyl-6-morpholino-9H-purin-8-yl)methyl)-3-fluoro-N,N-dimethylpiperidin-4-amine and 2-ethylbenzimidazole were reacted. The enantiomers were separated by SFC to give 226. LCMS m/z: 522.3 (MH+) Reactants: [Br-], C[Mg+], CON(C)C(=O)c1cc(Cl)cc(Cl)c1, Cl, C1CCOC1. Product: CC(=O)c1cc(Cl)cc(Cl)c1. RXN SMILES: [Br-:15].[CH3:16][Mg+:17].[Cl:1][c:2]1[cH:3][c:4]([C:5](=[O:6])[N:7]([O:8][CH3:9])[CH3:10])[cH:11][c:12]([Cl:14])[cH:13]1.[ClH:18].[O:19]1[CH2:20][CH2:21][CH2:22][CH2:23]1>>[Cl:1][c:2]1[cH:3][c:4]([C:5](=[O:6])[CH3:16])[cH:11][c:12]([Cl:14])[cH:13]1. The reactants are NCC=1C=CC(=C(C1)C=1NC(N(N1)C1=CC(=C(C=C1)F)Cl)=O)Cl (5-(5-(aminomethyl)-2-chlorophenyl)-2-(3-chloro-4-fluorophenyl)-2H-1,2,4-triazol-3(4H)-one), C(C(C)(C)C)(=O)Cl (pivaloyl chloride), CCN(C(C)C)C(C)C (DIPEA). Run in C1CCOC1 (THF). The product is ClC1=C(C=C(CNC(C(C)(C)C)=O)C=C1)C1=NN(C(N1)=O)C1=CC(=C(C=C1)F)Cl (N-(4-Chloro-3-(1-(3-chloro-4-fluorophenyl)-4,5-dihydro-5-oxo-1H-1,2,4-triazol-3-yl)benzyl)pivalamide). Isolated yield 13.4%. Reaction SMILES: [NH2:1][CH2:2][C:3]1[CH:4]=[CH:5][C:6]([Cl:23])=[C:7]([C:9]2[NH:10][C:11](=[O:22])[N:12]([C:14]3[CH:19]=[CH:18][C:17]([F:20])=[C:16]([Cl:21])[CH:15]=3)[N:13]=2)[CH:8]=1.[C:24](Cl)(=[O:29])[C:25]([CH3:28])([CH3:27])[CH3:26].CCN(C(C)C)C(C)C>C1COCC1>[Cl:23][C:6]1[CH:5]=[CH:4][C:3]([CH2:2][NH:1][C:24](=[O:29])[C:25]([CH3:28])([CH3:27])[CH3:26])=[CH:8][C:7]=1[C:9]1[NH:10][C:11](=[O:22])[N:12]([C:14]2[CH:19]=[CH:18][C:17]([F:20])=[C:16]([Cl:21])[CH:15]=2)[N:13]=1. Procedure details: The title compound was prepared according to the procedure described in Example-108 by using 5-(5-(aminomethyl)-2-chlorophenyl)-2-(3-chloro-4-fluorophenyl)-2H-1,2,4-triazol-3(4H)-one (Intermediate-92, 0.300 g, 0.852 mmol), pivaloyl chloride (0.108 g, 0.852 mmol), DIPEA (2.0 mL), dry THF (10 mL) to afford 0.050 g of the desired product. 1H NMR (300 MHz, DMSO d6): δ 1.13 (s, 9H), 4.29 (d, J=5.4 Hz, 2H), 7.40 (d, J=7.8 Hz, H-0, 7.52-7.59 (m, 3H), 7.91-8.18 (m, 3H), 12.65 (s, 11-0; MS (m/z): 437.23 ... Starting materials: solution, [OH-].[K+] (KOH), COC(=O)C1=C2CC(COC2=CC=C1)N(CCC)C(C)C (5-Methyloxycarbonyl-3-(N-isopropyl-N-propylamino)chroman), solution, [H-].C(C(C)C)[Al+]CC(C)C (diisobutylaluminum hydride), [O-]S(=O)(=O)[O-].[Na+].[Na+] (Na2SO4). Solvent: C(Cl)Cl (methylene chloride), CCCCCC (hexane). Run at temperature -78 celsius. Yields the product OCC1=C2CC(COC2=CC=C1)N(CCC)C(C)C (5-Hydroxymethyl-3-(N-isopropyl-N-propylamino)chroman). The yield is 96.5%. Reaction SMILES: C[O:2][C:3]([C:5]1[CH:14]=[CH:13][CH:12]=[C:11]2[C:6]=1[CH2:7][CH:8]([N:15]([CH:19]([CH3:21])[CH3:20])[CH2:16][CH2:17][CH3:18])[CH2:9][O:10]2)=O.[H-].C([Al+]CC(C)C)C(C)C.[OH-].[K+].[O-]S([O-])(=O)=O.[Na+].[Na+]>C(Cl)Cl.CCCCCC>[OH:2][CH2:3][C:5]1[CH:14]=[CH:13][CH:12]=[C:11]2[C:6]=1[CH2:7][CH:8]([N:15]([CH:19]([CH3:20])[CH3:21])[CH2:16][CH2:17][CH3:18])[CH2:9][O:10]2 |f:1.2,3.4,5.6.7|. Procedure details: 5-Methyloxycarbonyl-3-(N-isopropyl-N-propylamino)chroman (0.69 g, 2.36 mmol) was dissolved in 25 mL of dry methylene chloride and cooled to -78° C. A 1M solution of diisobutylaluminum hydride in hexane (6.6 mL) was added dropwise and the reaction was allowed to warm to room temperature for 50 min. A 1M solution of KOH was added dropwise and then the reaction was put into the refrigerator over night. The solution was poured through a pad of Na2SO4, dried (Na2SO4), filtered and the solvent removed... Starting materials: Cn1nc2ccccc2c1S(=O)[O-], [Li+], NOS(=O)(=O)O, [Na+], [OH-], O. Product: Cn1nc2ccccc2c1S(N)(=O)=O. As a reaction SMILES: [CH3:9][n:10]1[n:11][c:12]2[cH:13][cH:14][cH:15][cH:16][c:17]2[c:18]1[S:19](=[O:20])[O-:21].[Li+:22].[NH2:1][O:2][S:3]([OH:4])(=[O:5])=[O:6].[Na+:8].[OH-:7].[OH2:23]>>[NH2:1][S:19]([c:18]1[n:10]([CH3:9])[n:11][c:12]2[cH:13][cH:14][cH:15][cH:16][c:17]21)(=[O:20])=[O:21]. Reactants: NC(CC(=O)O)c1ccc(Cl)cc1, [Na+], C1COCCO1, [OH-], O=C(Cl)Cc1ccccc1. The product is O=C(O)CC(NC(=O)Cc1ccccc1)c1ccc(Cl)cc1. RXN SMILES: [NH2:1][CH:2]([CH2:3][C:4](=[O:5])[OH:6])[c:7]1[cH:8][cH:9][c:10]([Cl:13])[cH:11][cH:12]1.[Na+:31].[O:24]1[CH2:25][CH2:26][O:27][CH2:28][CH2:29]1.[OH-:30].[c:14]1([CH2:20][C:21](=[O:22])[Cl:23])[cH:15][cH:16][cH:17][cH:18][cH:19]1>>[NH:1]([CH:2]([CH2:3][C:4](=[O:5])[OH:6])[c:7]1[cH:8][cH:9][c:10]([Cl:13])[cH:11][cH:12]1)[C:21]([CH2:20][c:14]1[cH:15][cH:16][cH:17][cH:18][cH:19]1)=[O:22].